From a dataset of the Open Reaction Database (ORD), a public repository of structured organic reaction records. describe an organic reaction: reactants, conditions, products, and yield The reactants are C(C)(C)(C)OC(=O)N1CCC2(C(NC(N2)=O)=O)CC1 (8-tert-butoxycarbonyl-1,3,8-triaza-spiro[4.5]decane-2,4-dione), CS(=O)(=O)OCCOC1=C(C=C(C=C1)C1=CC2=C(C(=N1)C#N)N=CN2C)C(F)(F)F (2-(4-(4-cyano-1-methyl-1H-imidazo[4,5-c]pyridin-6-yl)-2-(trifluoromethyl)phenoxy)ethyl methanesulfonate), C(=O)([O-])[O-].[K+].[K+] (K2CO3). Reagents/catalysts: CCCC[N+](CCCC)(CCCC)CCCC.[I-] (TBAI). The solvent is CN(C)C=O (DMF), CN(C)C=O (DMF). Run at temperature 90 celsius, time 8 hour. The product is C(C)(C)(C)OC(=O)N1CCC2(C(N(C(N2)=O)CCOC2=C(C=C(C=C2)C2=CC3=C(C(=N2)C#N)N=CN3C)C(F)(F)F)=O)CC1 (3-(2-(4-(4-cyano-1-methyl-1H-imidazo[4,5-c]pyridin-6-yl)-2-trifluoromethyl-phenoxy)-ethyl)-2,4-dioxo-1,3,8-triaza-spiro[4.5]decane-8-carboxylic acid tert-butyl ester). The yield is 55.8%. Reaction SMILES: [C:1]([O:5][C:6]([N:8]1[CH2:19][CH2:18][C:11]2([NH:15][C:14](=[O:16])[NH:13][C:12]2=[O:17])[CH2:10][CH2:9]1)=[O:7])([CH3:4])([CH3:3])[CH3:2].CS(O[CH2:25][CH2:26][O:27][C:28]1[CH:33]=[CH:32][C:31]([C:34]2[N:39]=[C:38]([C:40]#[N:41])[C:37]3[N:42]=[CH:43][N:44]([CH3:45])[C:36]=3[CH:35]=2)=[CH:30][C:29]=1[C:46]([F:49])([F:48])[F:47])(=O)=O.C([O-])([O-])=O.[K+].[K+]>CN(C=O)C.CCCC[N+](CCCC)(CCCC)CCCC.[I-]>[C:1]([O:5][C:6]([N:8]1[CH2:9][CH2:10][C:11]2([NH:15][C:14](=[O:16])[N:13]([CH2:25][CH2:26][O:27][C:28]3[CH:33]=[CH:32][C:31]([C:34]4[N:39]=[C:38]([C:40]#[N:41])[C:37]5[N:42]=[CH:43][N:44]([CH3:45])[C:36]=5[CH:35]=4)=[CH:30][C:29]=3[C:46]([F:49])([F:47])[F:48])[C:12]2=[O:17])[CH2:18][CH2:19]1)=[O:7])([CH3:4])([CH3:2])[CH3:3] |f:2.3.4,6.7|. Procedure: A solution of 8-tert-butoxycarbonyl-1,3,8-triaza-spiro[4.5]decane-2,4-dione (75 mg) in DMF (1 mL) was added to a solution of 2-(4-(4-cyano-1-methyl-1H-imidazo[4,5-c]pyridin-6-yl)-2-(trifluoromethyl)phenoxy)ethyl methanesulfonate (90 mg) in DMF (1 mL), K2CO3 (83 mg) and TBAI (48 mg). The mixture was stirred overnight at 90° C. The solvent was removed under reduced pressure. The residue was partitioned between ethyl acetate (50 ml) and a saturated solution of Na2CO3 (20 ml). The organic layer was ...